describe an organic reaction: reactants, conditions, products, and yield From a dataset of the Open Reaction Database (ORD), a public repository of structured organic reaction records. Reactants: C(CCC)OCC(COCC1=CC=CC=C1)OCN1C2=NC(=NC(=C2N=C1)O)NC(C)=O (N-[9-[[1-(butoxymethyl)-2-(phenylmethoxy)ethoxy]methyl]-6-hydroxy-9H-purin-2-yl]acetamide), C1=CCCCC1 (cyclohexene). Reagents/catalysts: catalyst, [Pd] (palladium on carbon). Run in C(C)O (ethanol). Run at time 36 hour. Product: NC1=NC(=C2N=CN(C2=N1)COC(COCCCC)CO)O (2-Amino-9-[[2-butoxy-1-(hydroxymethyl)ethoxy]methyl]-9H-purin-6-ol). The yield is 8.7%. RXN SMILES: [CH2:1]([O:5][CH2:6][CH:7]([O:17][CH2:18][N:19]1[CH:27]=[N:26][C:25]2[C:20]1=[N:21][C:22]([NH:29]C(=O)C)=[N:23][C:24]=2[OH:28])[CH2:8][O:9]CC1C=CC=CC=1)[CH2:2][CH2:3][CH3:4].C1CCCCC=1>[Pd].C(O)C>[NH2:29][C:22]1[N:21]=[C:20]2[C:25]([N:26]=[CH:27][N:19]2[CH2:18][O:17][CH:7]([CH2:8][OH:9])[CH2:6][O:5][CH2:1][CH2:2][CH2:3][CH3:4])=[C:24]([OH:28])[N:23]=1. Procedure: A mixture of N-[9-[[1-(butoxymethyl)-2-(phenylmethoxy)ethoxy]methyl]-6-hydroxy-9H-purin-2-yl]acetamide (1.15 g, 25.9 mmol), 20% palladium on carbon (0.2 g), cyclohexene (20 ml), and ethanol (10 ml) is heated at reflux under N2. After 8 and 20 hours, additional amounts of catalyst (0.1 g) are added. After 36 hours, the solution is cooled, filtered through celite, and the filter cake is washed with DMF/ethanol. The filtrates are combined, refiltered and concentrated. The residue is mixed with aq. ... The reactants are CC=1C=C(OC(C(=O)O)(C)C)C=C(C1)C (2-(3,5-dimethylphenoxy)-2-methylpropionic acid), [Si](C)(C)(C(C)(C)C)O[C@@H]1C=C2C=C[C@@H]([C@@H]([C@H]2[C@H](C1)O)CC[C@@H]1C[C@H](CC(O1)=O)O[Si](C)(C)C(C)(C)C)C ((4R,6R)-6-{(1S,2S,6S,8S,8aR)-2-[1,2,6,7,8,8a-hexahydro-6-t-butyldimethylsilyloxy-8-hydroxy-2-methyl-1-naphthyl]ethyl}tetrahydro-4-t-butyldimethylsilyloxy-2H-pyran-2-one). Product: [Si](C)(C)(C(C)(C)C)O[C@@H]1C=C2C=C[C@@H]([C@@H]([C@H]2[C@H](C1)OC(C(C)(C)OC1=CC(=CC(=C1)C)C)=O)CC[C@@H]1C[C@H](CC(O1)=O)O[Si](C)(C)C(C)(C)C)C ((4R,6R)-6-([1S,2S,6S,8S,8aR]-2-{1,2,6,7,8,8a-Hexahydro-6-t-butyldimethylsilyloxy-8-[2-(3,5-dimethylphenoxy)-2-methylpropionyloxy]-2-methyl-1-naphthyl}ethyl)tetrahydro-4-t-butyldimethylsilyloxy-2H-pyran-2-one). The yield is 81.8%. RXN SMILES: [CH3:1][C:2]1[CH:3]=[C:4]([CH:12]=[C:13]([CH3:15])[CH:14]=1)[O:5][C:6]([CH3:11])([CH3:10])[C:7]([OH:9])=[O:8].[Si:16]([O:23][C@H:24]1[CH2:33][C@H:32](O)[C@H:31]2[C:26]([CH:27]=[CH:28][C@H:29]([CH3:52])[C@@H:30]2[CH2:35][CH2:36][C@H:37]2[O:42][C:41](=[O:43])[CH2:40][C@H:39]([O:44][Si:45]([C:48]([CH3:51])([CH3:50])[CH3:49])([CH3:47])[CH3:46])[CH2:38]2)=[CH:25]1)([C:19]([CH3:22])([CH3:21])[CH3:20])([CH3:18])[CH3:17]>>[Si:16]([O:23][C@H:24]1[CH2:33][C@H:32]([O:8][C:7](=[O:9])[C:6]([O:5][C:4]2[CH:12]=[C:13]([CH3:15])[CH:14]=[C:2]([CH3:1])[CH:3]=2)([CH3:11])[CH3:10])[C@H:31]2[C:26]([CH:27]=[CH:28][C@H:29]([CH3:52])[C@@H:30]2[CH2:35][CH2:36][C@H:37]2[O:42][C:41](=[O:43])[CH2:40][C@H:39]([O:44][Si:45]([C:48]([CH3:51])([CH3:50])[CH3:49])([CH3:46])[CH3:47])[CH2:38]2)=[CH:25]1)([C:19]([CH3:20])([CH3:21])[CH3:22])([CH3:18])[CH3:17]. Procedure details: A procedure similar to that described in Example 1, above, was followed, but using 755 mg of 2-(3,5-dimethylphenoxy)-2-methylpropionic acid and 1.0g of (4R,6R)-6-{(1S,2S,6S,8S,8aR)-2-[1,2,6,7,8,8a-hexahydro-6-t-butyldimethylsilyloxy-8-hydroxy-2-methyl-1-naphthyl]ethyl}tetrahydro-4-t-butyldimethylsilyloxy-2H-pyran-2-one [prepared as described in Example B, above], to give 1.10 g of the title compound as a colorless foam. The reactants are CCN=C=NCCCN(C)C, O=C(O)C(F)=Cc1cnc(NC2CCN(C3CCCC3)C2)c(Cl)c1, NOC1CCCCO1, CN(C)C=O, On1nnc2ccccc21. Product: O=C(NOC1CCCCO1)C(F)=Cc1cnc(NC2CCN(C3CCCC3)C2)c(Cl)c1. As a reaction SMILES: [CH3:43][CH2:44][N:45]=[C:46]=[N:47][CH2:48][CH2:49][CH2:50][N:51]([CH3:52])[CH3:53].[Cl:1][c:2]1[cH:3][c:4]([CH:19]=[C:20]([C:21](=[O:22])[OH:23])[F:24])[cH:5][n:6][c:7]1[NH:8][CH:9]1[CH2:10][N:11]([CH:14]2[CH2:15][CH2:16][CH2:17][CH2:18]2)[CH2:12][CH2:13]1.[O:25]1[CH:26]([O:31][NH2:32])[CH2:27][CH2:28][CH2:29][CH2:30]1.[O:54]=[CH:55][N:56]([CH3:57])[CH3:58].[OH:33][n:34]1[c:35]2[c:36]([cH:37][cH:38][cH:39][cH:40]2)[n:41][n:42]1>>[Cl:1][c:2]1[cH:3][c:4]([CH:19]=[C:20]([C:21](=[O:23])[NH:32][O:31][CH:26]2[O:25][CH2:30][CH2:29][CH2:28][CH2:27]2)[F:24])[cH:5][n:6][c:7]1[NH:8][CH:9]1[CH2:10][N:11]([CH:14]2[CH2:15][CH2:16][CH2:17][CH2:18]2)[CH2:12][CH2:13]1. The reactants are CN(C)CC=1SC=C(N1)CSCCN (2-(2-dimethylaminomethyl-4-thiazolylmethylthio)ethylamine), CN=C=O (methyl isocyanate). The solvent is C(C)#N (acetonitrile), C(C)#N (acetonitrile). Conditions: time 2.5 hour. Product: CNC(=O)NCCSCC=1N=C(SC1)CN(C)C (N-methyl-N'-2-(2-dimethylaminomethyl-4-thiazolylmethylthio)ethylurea). Reaction SMILES: [CH3:1][N:2]([CH2:4][C:5]1[S:6][CH:7]=[C:8]([CH2:10][S:11][CH2:12][CH2:13][NH2:14])[N:9]=1)[CH3:3].[CH3:15][N:16]=[C:17]=[O:18]>C(#N)C>[CH3:15][NH:16][C:17]([NH:14][CH2:13][CH2:12][S:11][CH2:10][C:8]1[N:9]=[C:5]([CH2:4][N:2]([CH3:1])[CH3:3])[S:6][CH:7]=1)=[O:18]. Reported procedure: Following the above reaction sequence, a solution of 0.93 g of 2-(2-dimethylaminomethyl-4-thiazolylmethylthio)ethylamine in 10 ml. of anhydrous acetonitrile was prepared. A solution of 0.22 ml. of methyl isocyanate in 5 ml. of anhydrous acetonitrile was added thereto. The reaction was stirred at ambient temperature for about 2.5 hours at which time the solvent was removed by evaporation. The resulting residue slowly crystallized and was recrystallized from cylcohexane to yield about 0.97 g of N-... Starting materials: FC(C(CCCC1=CC(=C(C=C1)F)OC1=CC=CC=C1)(C)C1=CC=C(C=C1)OC)F (1,1-Difluoro-5-(4-fluoro-3-phenoxyphenyl)-2-(4-methoxyphenyl)-2-methylpentane), Cl.N1=CC=CC=C1 (pyridine hydrochloride). The solvent is O (water). Product: FC(C(CCCC1=CC(=C(C=C1)F)OC1=CC=CC=C1)(C)C1=CC=C(C=C1)O)F (1,1-Difluoro-5-(4-fluoro-3-phenoxyphenyl)-2-(4-hydroxyphenyl)-2-methylpentane). As a reaction SMILES: [F:1][CH:2]([F:30])[C:3]([C:22]1[CH:27]=[CH:26][C:25]([O:28]C)=[CH:24][CH:23]=1)([CH3:21])[CH2:4][CH2:5][CH2:6][C:7]1[CH:12]=[CH:11][C:10]([F:13])=[C:9]([O:14][C:15]2[CH:20]=[CH:19][CH:18]=[CH:17][CH:16]=2)[CH:8]=1.Cl.N1C=CC=CC=1>O>[F:30][CH:2]([F:1])[C:3]([C:22]1[CH:23]=[CH:24][C:25]([OH:28])=[CH:26][CH:27]=1)([CH3:21])[CH2:4][CH2:5][CH2:6][C:7]1[CH:12]=[CH:11][C:10]([F:13])=[C:9]([O:14][C:15]2[CH:20]=[CH:19][CH:18]=[CH:17][CH:16]=2)[CH:8]=1 |f:1.2|. Reported procedure: 27.22 g (65.68 mmol) 1,1-Difluoro-5-(4-fluoro-3-phenoxyphenyl)-2-(4-methoxyphenyl)-2-methylpentane was heated with 75.92 g (657 mmol) pyridine hydrochloride at 180° C. for 7 hours. It was then added to water, extracted with ethyl acetate, and the organic phase washed until it was neutral, dried over Na2SO4 and evaporated. After chromatography on silica gel, using toluene/ethyl acetate, 24.5 g of the desired product remained i.e. 93.1% of theory. Refractive index nD20 : 1.5571. The reactants are ClC1=NC=C(C=N1)OCCC(F)(F)F (2-chloro-5-(3,3,3-trifluoropropoxy) pyrimidine), ClC1=NC=C(C=N1)OC1CCN(CC1)C (2-chloro-5-[(1-methylpiperidin-4-yl)oxy]pyrimidine), FC1(CCC(CC1)C1=C(C(=NC=2CC(CC(C12)OCC1=CC=C(C=C1)OC)(C)C)C1CCNCC1)C(C1=CC=C(C=C1)C(F)(F)F)F)F ((−)-4-(4,4-Difluorocyclohexyl)-3-{fluoro[4-(trifluoromethyl)phenyl]methyl}-5-[(4-methoxybenzyl)oxy]-7,7-dimethyl-2-(piperidin-4-yl)-5,6,7,8-tetrahydroquinoline). Yields the product FC1(CCC(CC1)C1=C(C(=NC=2CC(CC(C12)O)(C)C)C1CCN(CC1)C1=NC=C(C=N1)OCCC(F)(F)F)C(C1=CC=C(C=C1)C(F)(F)F)F)F ((−)-4-(4,4-Difluorocyclohexyl)-3-{fluoro[4-(trifluoromethyl)phenyl]methyl}-7,7-dimethyl-2-{1-[5-(3,3,3-trifluoropropoxyl)pyrimidin-2-yl]piperidin-4-yl}-5,6,7,8-tetrahydroquinolin-5-ol), solid. Yield: 51.0%. Reaction SMILES: Cl[C:2]1[N:7]=[CH:6][C:5]([O:8][CH2:9][CH2:10][C:11]([F:14])([F:13])[F:12])=[CH:4][N:3]=1.ClC1N=CC(OC2CCN(C)CC2)=CN=1.[F:30][C:31]1([F:77])[CH2:36][CH2:35][CH:34]([C:37]2[C:46]3[CH:45]([O:47]CC4C=CC(OC)=CC=4)[CH2:44][C:43]([CH3:58])([CH3:57])[CH2:42][C:41]=3[N:40]=[C:39]([CH:59]3[CH2:64][CH2:63][NH:62][CH2:61][CH2:60]3)[C:38]=2[CH:65]([F:76])[C:66]2[CH:71]=[CH:70][C:69]([C:72]([F:75])([F:74])[F:73])=[CH:68][CH:67]=2)[CH2:33][CH2:32]1>>[F:77][C:31]1([F:30])[CH2:36][CH2:35][CH:34]([C:37]2[C:46]3[CH:45]([OH:47])[CH2:44][C:43]([CH3:57])([CH3:58])[CH2:42][C:41]=3[N:40]=[C:39]([CH:59]3[CH2:64][CH2:63][N:62]([C:2]4[N:7]=[CH:6][C:5]([O:8][CH2:9][CH2:10][C:11]([F:14])([F:13])[F:12])=[CH:4][N:3]=4)[CH2:61][CH2:60]3)[C:38]=2[CH:65]([F:76])[C:66]2[CH:71]=[CH:70][C:69]([C:72]([F:74])([F:75])[F:73])=[CH:68][CH:67]=2)[CH2:33][CH2:32]1. Procedure: Reactions similar to those of Reference Example 29 and Example 38 were performed except for using 2-chloro-5-(3,3,3-trifluoropropoxy) pyrimidine, which was prepared by a method similar to that of Reference Example 31, instead of 2-chloro-5-[(1-methylpiperidin-4-yl)oxy]pyrimidine, and from 150 mg (222 μmol) of (−)-4-(4,4-Difluorocyclohexyl)-3-{fluoro[4-(trifluoromethyl)phenyl]methyl}-5-[(4-methoxybenzyl)oxy]-7,7-dimethyl-2-(piperidin-4-yl)-5,6,7,8-tetrahydroquinoline, which was prepared by a meth... Starting materials: CC(=O)[O-].[Na+] (NaOAc), C(C=C)OCC1=C(C=C(C(=C1)Cl)CC1=CC=C(C=C1)CC)[C@@H]1O[C@@H]([C@H]([C@@H]([C@H]1OCC1=CC=CC=C1)OCC1=CC=CC=C1)OCC1=CC=CC=C1)COCC1=CC=CC=C1 ((2S,3S,4R,5R,6R)-2-(2-(allyloxymethyl)-4-chloro-5-(4-ethylbenzyl)phenyl)-3,4,5-tris(benzyloxy)-6-(benzyloxymethyl)tetrahydro-2H-pyran). Reagents/catalysts: Cl[Pd]Cl (PdCl2). Solvent: CC(=O)O.O (HOAc H2O). Run at temperature 70 celsius, time 1 hour. Yields the product ClC=1C(=CC(=C(C1)CO)[C@@H]1O[C@@H]([C@H]([C@@H]([C@H]1OCC1=CC=CC=C1)OCC1=CC=CC=C1)OCC1=CC=CC=C1)COCC1=CC=CC=C1)CC1=CC=C(C=C1)CC ((5-chloro-4-(4-ethylbenzyl)-2-((2S,3S,4R,5R,6R)-3,4,5-tris(benzyloxy)-6-(benzyloxymethyl)tetrahydro-2H-pyran-2-yl)phenyl)methanol). The yield is 62.8%. Reaction SMILES: CC([O-])=O.[Na+].C([O:9][CH2:10][C:11]1[CH:16]=[C:15]([Cl:17])[C:14]([CH2:18][C:19]2[CH:24]=[CH:23][C:22]([CH2:25][CH3:26])=[CH:21][CH:20]=2)=[CH:13][C:12]=1[C@H:27]1[C@H:32]([O:33][CH2:34][C:35]2[CH:40]=[CH:39][CH:38]=[CH:37][CH:36]=2)[C@@H:31]([O:41][CH2:42][C:43]2[CH:48]=[CH:47][CH:46]=[CH:45][CH:44]=2)[C@H:30]([O:49][CH2:50][C:51]2[CH:56]=[CH:55][CH:54]=[CH:53][CH:52]=2)[C@@H:29]([CH2:57][O:58][CH2:59][C:60]2[CH:65]=[CH:64][CH:63]=[CH:62][CH:61]=2)[O:28]1)C=C>CC(O)=O.O.Cl[Pd]Cl>[Cl:17][C:15]1[C:14]([CH2:18][C:19]2[CH:20]=[CH:21][C:22]([CH2:25][CH3:26])=[CH:23][CH:24]=2)=[CH:13][C:12]([C@H:27]2[C@H:32]([O:33][CH2:34][C:35]3[CH:36]=[CH:37][CH:38]=[CH:39][CH:40]=3)[C@@H:31]([O:41][CH2:42][C:43]3[CH:48]=[CH:47][CH:46]=[CH:45][CH:44]=3)[C@H:30]([O:49][CH2:50][C:51]3[CH:56]=[CH:55][CH:54]=[CH:53][CH:52]=3)[C@@H:29]([CH2:57][O:58][CH2:59][C:60]3[CH:61]=[CH:62][CH:63]=[CH:64][CH:65]=3)[O:28]2)=[C:11]([CH2:10][OH:9])[CH:16]=1 |f:0.1,3.4|. Reported procedure: PdCl2 (23.7 mg, 0.133 mmol, 2.2 eq) and NaOAc (76 mg, 0.285 mmol, 4 eq) were added to a solution of (2S,3S,4R,5R,6R)-2-(2-(allyloxymethyl)-4-chloro-5-(4-ethylbenzyl)phenyl)-3,4,5-tris(benzyloxy)-6-(benzyloxymethyl)tetrahydro-2H-pyran (intermediate O-1) (50 mg, 0.061 mmol) in HOAc:H2O (9:1) (1 mL), and the mixture was stirred at 70° C. for 1 h. Then the mixture was cooled to room temperature, extracted with ethyl acetate, and the combined organic layers were washed with water, dried over anhydrou... Starting materials: C(C1=CC=CC=C1)OC=1C=C(C=CC1)C(C(CCC(=O)OC)C1=C(C=CC=C1)C)=O (methyl (RS)-5-(3-benzyloxyphenyl)-5-oxo-4-(2-methylphenyl)-pentanoate). Reagents/catalysts: [Pd] (palladium on carbon). Run in CO (methanol), C(C)(=O)OC (methyl acetate), Cl (hydrochloric acid). Conditions: time 2 hour. The product is OC=1C=C(C=CC1)C(C(CCC(=O)OC)C1=C(C=CC=C1)C)=O (methyl (RS)-5-(3-hydroxyphenyl)-5-oxo-4-(2-methylphenyl)pentanoate). Isolated yield 60.8%. Reaction SMILES: C([O:8][C:9]1[CH:10]=[C:11]([C:15](=[O:30])[CH:16]([C:23]2[CH:28]=[CH:27][CH:26]=[CH:25][C:24]=2[CH3:29])[CH2:17][CH2:18][C:19]([O:21][CH3:22])=[O:20])[CH:12]=[CH:13][CH:14]=1)C1C=CC=CC=1>CO.C(OC)(=O)C.Cl.[Pd]>[OH:8][C:9]1[CH:10]=[C:11]([C:15](=[O:30])[CH:16]([C:23]2[CH:28]=[CH:27][CH:26]=[CH:25][C:24]=2[CH3:29])[CH2:17][CH2:18][C:19]([O:21][CH3:22])=[O:20])[CH:12]=[CH:13][CH:14]=1. Procedure details: A solution of methyl (RS)-5-(3-benzyloxyphenyl)-5-oxo-4-(2-methylphenyl)-pentanoate (46 g) in methanol (250 mL), methyl acetate (250 mL) and concentrated hydrochloric acid (25 mL) is treated with palladium on carbon catalyst (5%; 1.5 g) and shaken under hydrogen at atmospheric pressure and room temperature for 2 hours. The suspension is filtered, and evaporated. The residue is dissolved in ethyl acetate, washed with water, dried and evaporated, and the residue is recrystallised from a mixture of...